From a dataset of the Open Reaction Database (ORD), a public repository of structured organic reaction records. describe an organic reaction: reactants, conditions, products, and yield Reactants: COCCCNC1=C(C=NC(=C1)C(C)C)C(=O)OCC (ethyl 4-[(3-methoxypropyl)amino]-6-(1-methylethyl)pyridine-3-carboxylate), [OH-].[Na+] (sodium hydroxide), Cl (hydrochloric acid). Solvent: C(C)O (ethanol). Conditions: time 15 hour. Yields the product COCCCNC1=C(C=NC(=C1)C(C)C)C(=O)O (4-[(3-methoxypropyl)amino]-6-(1-methylethyl)pyridine-3-carboxylic acid). Isolated yield 126.8%. Reaction SMILES: [CH3:1][O:2][CH2:3][CH2:4][CH2:5][NH:6][C:7]1[CH:12]=[C:11]([CH:13]([CH3:15])[CH3:14])[N:10]=[CH:9][C:8]=1[C:16]([O:18]CC)=[O:17].[OH-].[Na+].Cl>C(O)C>[CH3:1][O:2][CH2:3][CH2:4][CH2:5][NH:6][C:7]1[CH:12]=[C:11]([CH:13]([CH3:14])[CH3:15])[N:10]=[CH:9][C:8]=1[C:16]([OH:18])=[O:17] |f:1.2|. Reported procedure: To a solution of ethyl 4-[(3-methoxypropyl)amino]-6-(1-methylethyl)pyridine-3-carboxylate (263 mg) in ethanol (5 ml) was added 2 M aqueous sodium hydroxide solution (0.94 ml) and the mixture was stirred at room temperature for 15 hr. The reaction mixture was adjusted to pH 7 with 1 M hydrochloric acid, and the solvent was evaporated under reduced pressure. The residue was suspended in ethanol, and the precipitated inorganic salt was filtered off. The filtrate was concentrated under reduced press...